Dataset: the Open Reaction Database (ORD), a public repository of structured organic reaction records. Task: describe an organic reaction: reactants, conditions, products, and yield Starting materials: O=C(O)Cc1ccc2c(c1)C(=O)c1ccccc1CO2, Cc1ccc(CN)cc1. Reagents/catalysts: CN(C)C(=[N+](C)C)ON1C2=CC=CC=C2N=N1.F[P-](F)(F)(F)(F)F (HBTU), CCN(C(C)C)C(C)C (DIPEA), C1=CC=C2C(=C1)N=NN2O (HOBt). The solvent is CN(C)C=O (DMF), CN(C)C=O (DMF), CN(C)C=O (DMF), CN(C)C=O (DMF), CN(C)C=O (DMF), CN(C)C=O (DMF). Run at temperature 25 celsius, time 2 hour. The product is Cc1ccc(CNC(=O)Cc2ccc3c(c2)C(=O)c2ccccc2CO3)cc1. The yield is 89.3%. As a reaction SMILES: Cc1ccc(CN)cc1.O=C(O)Cc1ccc2c(c1)C(=O)c1ccccc1CO2.CN(C)C(=[N+](C)C)ON1C2=CC=CC=C2N=N1.F[P-](F)(F)(F)(F)F.C1=CC=C2C(=C1)N=NN2O.CCN(C(C)C)C(C)C.CN(C)C=O>>Cc1ccc(CNC(=O)Cc2ccc3c(c2)C(=O)c2ccccc2CO3)cc1. Starting materials: CC1(OC(C2(CC2)C(O1)=O)=O)C (6,6-dimethyl-5,7-dioxaspiro[2.5]octane-4,8-dione), CC=1C=C(N)C=CC1C (3,4-dimethylaniline). Solvent: C(C)O (ethanol). Yields the product CC=1C=C(C=CC1C)N1C(C(CC1)C(=O)O)=O (1-(3,4-dimethylphenyl)-2-oxopyrrolidine-3-carboxylic acid). The yield is 86.3%. As a reaction SMILES: CC1(C)[O:9][C:8](=[O:10])[C:5]2([CH2:7][CH2:6]2)[C:4](=[O:11])O1.[CH3:13][C:14]1[CH:15]=[C:16]([CH:18]=[CH:19][C:20]=1[CH3:21])[NH2:17]>C(O)C>[CH3:13][C:14]1[CH:15]=[C:16]([N:17]2[CH2:6][CH2:7][CH:5]([C:8]([OH:9])=[O:10])[C:4]2=[O:11])[CH:18]=[CH:19][C:20]=1[CH3:21]. Procedure details: This compound was prepared according to general method 1 starting from 6,6-dimethyl-5,7-dioxaspiro[2.5]octane-4,8-dione (0.250 g; 1.45 mmol) and 3,4-dimethylaniline (0.540 g; 4.36 mmol) in ethanol (3 mL). 1-(3,4-dimethylphenyl)-2-oxopyrrolidine-3-carboxylic acid 0.292 g (86%) was obtained as a white solid.